This data is from the Open Reaction Database (ORD), a public repository of structured organic reaction records. The task is: describe an organic reaction: reactants, conditions, products, and yield The reactants are O1CCOCC1 (dioxane), C(C([C@H]1CC[C@H]2[C@@H]3CCC4=CC(CC[C@]4(C)[C@H]3CC[C@]12C)=O)=O)O (4-pregnene-3,20-dione-21-ol). Yields the product C(C)(=O)OCC([C@H]1CC[C@H]2[C@@H]3CCC4=CC(CC[C@]4(C)[C@H]3CC[C@]12C)=O)=O (4-pregnene-3,20-dione-21-ol acetate). The yield is 89.0%. As a reaction SMILES: [CH2:1]([OH:24])[C:2](=[O:23])[C@@H:3]1[C@:20]2([CH3:21])[C@H:6]([C@H:7]3[C@H:17]([CH2:18][CH2:19]2)[C@:15]2([CH3:16])[C:10](=[CH:11][C:12](=[O:22])[CH2:13][CH2:14]2)[CH2:9][CH2:8]3)[CH2:5][CH2:4]1.[O:25]1CCO[CH2:27][CH2:26]1>>[C:26]([O:24][CH2:1][C:2](=[O:23])[C@@H:3]1[C@:20]2([CH3:21])[C@H:6]([C@H:7]3[C@H:17]([CH2:18][CH2:19]2)[C@:15]2([CH3:16])[C:10](=[CH:11][C:12](=[O:22])[CH2:13][CH2:14]2)[CH2:9][CH2:8]3)[CH2:5][CH2:4]1)(=[O:25])[CH3:27]. Procedure details: 1.16 g (3.5 mmoles) of 4-pregnene-3,20-dione-21-ol [prepared as described in Step (c) above] are acetylated as described in Example 2 to give 1.16 g (89% yield) of the aimed product, m.p.: 156°-158° C., [α]D =+174° (c=1.0 in dioxane). Starting materials: ClC1=NC=CC(=N1)N1C([C@@](CC1)(C#N)C1CC1)=O ((3R)-1-(2-chloropyrimidin-4-yl)-3-cyclopropyl-2-oxopyrrolidine-3-carbonitrile), NC=1C=NN(C1)C(CO)(C)C (2-(4-amino-1H-pyrazol-1-yl)-2-methylpropan-1-ol), C(C)(=O)O (acetic acid). Solvent: C(C)O (ethanol). Yields the product C1(CC1)[C@@]1(C(N(CC1)C1=NC(=NC=C1)NC=1C=NN(C1)C(CO)(C)C)=O)C#N ((3R)-3-cyclopropyl-1-(2-((1-(1-hydroxy-2-methylpropan-2-yl)-1H-pyrazol-4-yl)amino)pyrimidin-4-yl)-2-oxopyrrolidine-3-carbonitrile). Yield: 37.9%. RXN SMILES: Cl[C:2]1[N:7]=[C:6]([N:8]2[CH2:12][CH2:11][C@@:10]([CH:15]3[CH2:17][CH2:16]3)([C:13]#[N:14])[C:9]2=[O:18])[CH:5]=[CH:4][N:3]=1.[NH2:19][C:20]1[CH:21]=[N:22][N:23]([C:25]([CH3:29])([CH3:28])[CH2:26][OH:27])[CH:24]=1.C(O)(=O)C>C(O)C>[CH:15]1([C@@:10]2([C:13]#[N:14])[CH2:11][CH2:12][N:8]([C:6]3[CH:5]=[CH:4][N:3]=[C:2]([NH:19][C:20]4[CH:21]=[N:22][N:23]([C:25]([CH3:29])([CH3:28])[CH2:26][OH:27])[CH:24]=4)[N:7]=3)[C:9]2=[O:18])[CH2:17][CH2:16]1. Reported procedure: A solution of (3R)-1-(2-chloropyrimidin-4-yl)-3-cyclopropyl-2-oxopyrrolidine-3-carbonitrile (200 mg) obtained in Step A of Example 105, 2-(4-amino-1H-pyrazol-1-yl)-2-methylpropan-1-ol (120 mg) obtained in Step H of Example 103 and acetic acid (48 μL) in ethanol (20 mL) was stirred in a microwave reactor at 150° C. for 1 hr, and the solvent was evaporated under reduced pressure. The reaction mixture was neutralized with saturated aqueous sodium bicarbonate, and extracted with ethyl acetate. The o...